This data is from the Open Reaction Database (ORD), a public repository of structured organic reaction records. The task is: describe an organic reaction: reactants, conditions, products, and yield The product is CC1(C)C(=O)NC(=O)N1CCNc1ncc(Br)c(-c2cc(CCN3CCCC3CO)c(Cc3ccc(F)cc3)s2)n1. Reaction SMILES: [CH3:1][S:2](=[O:3])(=[O:4])[Cl:5].[CH:41]([N:42]([CH:43]([CH3:44])[CH3:45])[CH2:46][CH3:47])([CH3:48])[CH3:49].[Cl:59][CH2:60][Cl:61].[F:6][c:7]1[cH:8][cH:9][c:10]([CH2:11][c:12]2[c:13]([CH2:36][CH2:37][OH:38])[cH:14][c:15](-[c:17]3[n:18][c:19]([NH:24][CH2:25][CH2:26][N:27]4[C:28](=[O:35])[NH:29][C:30](=[O:34])[C:31]4([CH3:32])[CH3:33])[n:20][cH:21][c:22]3[Br:23])[s:16]2)[cH:39][cH:40]1.[I-:51].[NH:52]1[CH:53]([CH2:57][OH:58])[CH2:54][CH2:55][CH2:56]1.[Na+:50].[OH2:62]>>[F:6][c:7]1[cH:8][cH:9][c:10]([CH2:11][c:12]2[c:13]([CH2:36][CH2:37][N:52]3[CH:53]([CH2:57][OH:58])[CH2:54][CH2:55][CH2:56]3)[cH:14][c:15](-[c:17]3[n:18][c:19]([NH:24][CH2:25][CH2:26][N:27]4[C:28](=[O:35])[NH:29][C:30](=[O:34])[C:31]4([CH3:32])[CH3:33])[n:20][cH:21][c:22]3[Br:23])[s:16]2)[cH:39][cH:40]1. The reactants are CS(=O)(=O)Cl, CCN(C(C)C)C(C)C, ClCCl, CC1(C)C(=O)NC(=O)N1CCNc1ncc(Br)c(-c2cc(CCO)c(Cc3ccc(F)cc3)s2)n1, [I-], OCC1CCCN1, [Na+], O. Starting materials: O=C([O-])[O-], CCI, CN(C)C=O, O=C(O)c1ccc(Cl)s1, [K+], [K+], O. Yields the product CCOC(=O)c1ccc(Cl)s1. As a reaction SMILES: [C:13](=[O:14])([O-:15])[O-:16].[CH2:10]([CH3:11])[I:12].[CH3:20][N:21]([CH3:22])[CH:23]=[O:24].[Cl:1][c:2]1[cH:3][cH:4][c:5]([C:7](=[O:8])[OH:9])[s:6]1.[K+:17].[K+:18].[OH2:19]>>[Cl:1][c:2]1[cH:3][cH:4][c:5]([C:7]([O:8][CH2:10][CH3:11])=[O:9])[s:6]1. Starting materials: BrC=1C=C(C=CC1)O (3-bromophenol), C(=O)C1=CC=C(C=C1)B(O)O (4-formylbenzene boronic acid). Yields the product OC=1C=C(C=CC1)C1=CC=C(C=C1)C=O (3′-Hydroxybiphenyl-4-carbaldehyde). The yield is 65.8%. Reaction SMILES: Br[C:2]1[CH:3]=[C:4]([OH:8])[CH:5]=[CH:6][CH:7]=1.[CH:9]([C:11]1[CH:16]=[CH:15][C:14](B(O)O)=[CH:13][CH:12]=1)=[O:10]>>[OH:8][C:4]1[CH:3]=[C:2]([C:14]2[CH:15]=[CH:16][C:11]([CH:9]=[O:10])=[CH:12][CH:13]=2)[CH:7]=[CH:6][CH:5]=1. Reported procedure: In a manner similar to that of Example 1(e), starting with 20 g (115 mmol) of 3-bromophenol and 26 g (173 mmol) of 4-formylbenzene boronic acid, 15 g (65%) of the expected product are obtained. The reactants are C1COCCN1, C1COCCO1, O=C(c1cc(Br)cc(Br)c1)c1ccnc(Cl)c1. The product is O=C(c1cc(Br)cc(Br)c1)c1ccnc(N2CCOCC2)c1. RXN SMILES: [CH2:18]1[CH2:19][O:20][CH2:21][CH2:22][NH:23]1.[CH2:24]1[O:25][CH2:26][CH2:27][O:28][CH2:29]1.[Cl:1][c:2]1[n:3][cH:4][cH:5][c:6]([C:8](=[O:9])[c:10]2[cH:11][c:12]([Br:17])[cH:13][c:14]([Br:16])[cH:15]2)[cH:7]1>>[c:2]1([N:23]2[CH2:18][CH2:19][O:20][CH2:21][CH2:22]2)[n:3][cH:4][cH:5][c:6]([C:8](=[O:9])[c:10]2[cH:11][c:12]([Br:17])[cH:13][c:14]([Br:16])[cH:15]2)[cH:7]1. The reactants are C(#N)C=1C=C(C=CC1)C=1C=CC2=C(C(=C(O2)C2=CC=C(C=C2)F)C(=O)NC)C1 (5-(3-cyanophenyl)-2-(4-fluorophenyl)-N-methylbenzofuran-3-carboxamide), N[C@H](CO)C1=CC=CC=C1 ((S)-2-amino-2-phenylethanol). Reagents/catalysts: [Cl-].[Zn+2].[Cl-] (Zinc chloride). The solvent is C1(=CC=CC=C1)Cl (PhCl). Yields the product FC1=CC=C(C=C1)C=1OC2=C(C1C(=O)NC)C=C(C=C2)C2=CC(=CC=C2)C=2OC[C@@H](N2)C2=CC=CC=C2 ((S)-2-(4-Fluorophenyl)-N-methyl-5-(3-(4-phenyl-4,5-dihydrooxazol-2-yl)phenyl)benzofuran-3-carboxamide). The yield is 24.2%. As a reaction SMILES: [C:1]([C:3]1[CH:4]=[C:5]([C:9]2[CH:10]=[CH:11][C:12]3[O:16][C:15]([C:17]4[CH:22]=[CH:21][C:20]([F:23])=[CH:19][CH:18]=4)=[C:14]([C:24]([NH:26][CH3:27])=[O:25])[C:13]=3[CH:28]=2)[CH:6]=[CH:7][CH:8]=1)#[N:2].N[C@@H:30]([C:33]1[CH:38]=[CH:37][CH:36]=[CH:35][CH:34]=1)[CH2:31][OH:32]>C1(Cl)C=CC=CC=1.[Cl-].[Zn+2].[Cl-]>[F:23][C:20]1[CH:21]=[CH:22][C:17]([C:15]2[O:16][C:12]3[CH:11]=[CH:10][C:9]([C:5]4[CH:6]=[CH:7][CH:8]=[C:3]([C:1]5[O:32][CH2:31][C@H:30]([C:33]6[CH:38]=[CH:37][CH:36]=[CH:35][CH:34]=6)[N:2]=5)[CH:4]=4)=[CH:28][C:13]=3[C:14]=2[C:24]([NH:26][CH3:27])=[O:25])=[CH:18][CH:19]=1 |f:3.4.5|. Reported procedure: Zinc chloride (9 mg, 0.067 mmol) was added to a stirring solution of 5-(3-cyanophenyl)-2-(4-fluorophenyl)-N-methylbenzofuran-3-carboxamide (50 mg, 0.135 mmol) and (S)-2-amino-2-phenylethanol (93 mg, 0.675 mmol) in PhCl (3 mL) rt. It was subjected to two interactions of microwave irradiation at 200° C. for 1 hr. The material was concentrated and purified by preparative reverse phase HPLC on a C18 column using a suitably buffered H2O/CH3CN gradient, and concentrated to give the titled compound (16... The reactants are C1(=CC=CC=C1)[Mg]Cl (phenyl magnesium chloride), C(C)OCC (diethyl ether), C(C1=CC=CC=C1)N1CC(OCC1)C#N (4-Benzyl-morpholine-2-carbonitrile), C(C)OCC (diethyl ether), Cl (hydrochloric acid). The solvent is C1(=CC=CC=C1)C (toluene). Reaction conditions: temperature 17.5 celsius, time 45 minute. Product: C(C1=CC=CC=C1)N1C[C@H](OCC1)C(=O)C1=CC=CC=C1 ((2S)-(4-Benzyl-morpholin-2-yl)-phenyl-methanone). RXN SMILES: [CH2:1]([N:8]1[CH2:13][CH2:12][O:11][CH:10]([C:14]#N)[CH2:9]1)[C:2]1[CH:7]=[CH:6][CH:5]=[CH:4][CH:3]=1.[C:16]1([Mg]Cl)[CH:21]=[CH:20][CH:19]=[CH:18][CH:17]=1.Cl.C([O:27]CC)C>C1(C)C=CC=CC=1>[CH2:1]([N:8]1[CH2:13][CH2:12][O:11][C@H:10]([C:14]([C:16]2[CH:21]=[CH:20][CH:19]=[CH:18][CH:17]=2)=[O:27])[CH2:9]1)[C:2]1[CH:7]=[CH:6][CH:5]=[CH:4][CH:3]=1. Procedure: A 31 double jacket reactor was charged with 4-Benzyl-morpholine-2-carbonitrile (135.05 g; 1 eq) and dry diethyl ether (1.4 l). Alternatively, toluene may be used in place of diethyl ether. When Tj=0° C. and Tm=1° C. (Tj=temperature of the jacket, Tm=temperature of the mass), phenyl magnesium chloride (2M sol. in tetrahydrofuran, 360 ml, 1.08 equiv., available from Aldrich Chemical Company) was added dropwise over 1 hour. Tm rose to 4° C. and came back to 2° C. at the end of the addition. Tm was ...